Dataset: the Open Reaction Database (ORD), a public repository of structured organic reaction records. Task: describe an organic reaction: reactants, conditions, products, and yield Starting materials: C(C=C)ON=C(C(=O)NC1[C@@H]2N(C(=C(CS2)C[N+]2=CC=CC=C2)C(=O)[O-])C1=O)C1=NSC(=N1)N (7-[2-Allyloxyimino-2-(5-amino-1,2,4-thiadiazol-3-yl)-acetamido]-3-(1-pyridinio)methyl-3-cephem-4-carboxylate), Cl (hydrochloric acid). Product: Cl.C(C=C)ON=C(C(=O)NC1[C@@H]2N(C(=C(CS2)C[N+]2=CC=CC=C2)C(=O)[O-])C1=O)C1=NSC(=N1)N (7-[2-allyloxyimino-2-(5-amino-1,2,4-thiadiazol-3-yl)acetamido ]-3-(1-pyridinio)methyl-3-cephem-4-carboxylate hydrochloride). RXN SMILES: [CH2:1]([O:4][N:5]=[C:6]([C:29]1[N:33]=[C:32]([NH2:34])[S:31][N:30]=1)[C:7]([NH:9][CH:10]1[C:27](=[O:28])[N:12]2[C:13]([C:24]([O-:26])=[O:25])=[C:14]([CH2:17][N+:18]3[CH:23]=[CH:22][CH:21]=[CH:20][CH:19]=3)[CH2:15][S:16][C@H:11]12)=[O:8])[CH:2]=[CH2:3].[ClH:35]>>[ClH:35].[CH2:1]([O:4][N:5]=[C:6]([C:29]1[N:33]=[C:32]([NH2:34])[S:31][N:30]=1)[C:7]([NH:9][CH:10]1[C:27](=[O:28])[N:12]2[C:13]([C:24]([O-:26])=[O:25])=[C:14]([CH2:17][N+:18]3[CH:23]=[CH:22][CH:21]=[CH:20][CH:19]=3)[CH2:15][S:16][C@H:11]12)=[O:8])[CH:2]=[CH2:3] |f:2.3|. Procedure: 7-[2-Allyloxyimino-2-(5-amino-1,2,4-thiadiazol-3-yl)-acetamido]-3-(1-pyridinio)methyl-3-cephem-4-carboxylate (syn isomer) (4 g) was dissolved in 0.2 N hydrochloric acid (40 ml). The mixture was lyophilized to give 7-[2-allyloxyimino-2-(5-amino-1,2,4-thiadiazol-3-yl)acetamido ]-3-(1-pyridinio)methyl-3-cephem-4-carboxylate hydrochloride (syn isomer) (4.0 g). Reactants: C(C)(=O)OC[C@]12CC[C@@H](C=C1CC[C@H]1[C@@H]3CC[C@@H]([C@@]3(C)CC[C@H]21)O[Si](C2=CC=CC=C2)(C2=CC=CC=C2)C2=CC=CC=C2)O[Si](C2=CC=CC=C2)(C2=CC=CC=C2)C2=CC=CC=C2 (3β,17β-di-(triphenylsiloxy)androst-4-en-19-ol acetate), C(C)(=O)OC[C@]12[C@@H](C[C@@H](C=C1CC[C@H]1[C@@H]3CC[C@@H]([C@@]3(C)CC[C@H]21)O[Si](C2=CC=CC=C2)(C2=CC=CC=C2)C2=CC=CC=C2)O[Si](C2=CC=CC=C2)(C2=CC=CC=C2)C2=CC=CC=C2)C (1β-methyl-3β,17β-di-(triphenylsiloxy)-4-androsten-19-ol acetate), C(C)(=O)OC[C@]12CC[C@@H](C=C1[C@H](C[C@H]1[C@@H]3CC[C@@H]([C@@]3(C)CC[C@H]21)O[Si](C2=CC=CC=C2)(C2=CC=CC=C2)C2=CC=CC=C2)C)O[Si](C2=CC=CC=C2)(C2=CC=CC=C2)C2=CC=CC=C2 (6α-methyl-3β,17β-di-(triphenylsiloxy)-4-androsten-19-ol acetate). The product is C[C@@H]1C[C@@H](C=C2CC[C@H]3[C@@H]4CC[C@@H]([C@@]4(C)CC[C@@H]3[C@@]12CO)O[Si](C1=CC=CC=C1)(C1=CC=CC=C1)C1=CC=CC=C1)O[Si](C1=CC=CC=C1)(C1=CC=CC=C1)C1=CC=CC=C1 (1β-methyl-3β,17β-di-(triphenylsiloxy)-4-androsten-19-ol), C[C@H]1C[C@H]2[C@@H]3CC[C@@H]([C@@]3(C)CC[C@@H]2[C@]2(CC[C@@H](C=C12)O[Si](C1=CC=CC=C1)(C1=CC=CC=C1)C1=CC=CC=C1)CO)O[Si](C1=CC=CC=C1)(C1=CC=CC=C1)C1=CC=CC=C1 (6α-methyl-3β,17β-di-(triphenylsiloxy)-4-androsten-19-ol). RXN SMILES: C([O:4][CH2:5][C@@:6]12[C@@H:23]3[C@H:14]([C@H:15]4[C@@:19]([CH2:21][CH2:22]3)([CH3:20])[C@@H:18]([O:24][Si:25]([C:38]3[CH:43]=[CH:42][CH:41]=[CH:40][CH:39]=3)([C:32]3[CH:37]=[CH:36][CH:35]=[CH:34][CH:33]=3)[C:26]3[CH:31]=[CH:30][CH:29]=[CH:28][CH:27]=3)[CH2:17][CH2:16]4)[CH2:13][CH2:12][C:11]1=[CH:10][C@@H:9]([O:44][Si:45]([C:58]1[CH:63]=[CH:62][CH:61]=[CH:60][CH:59]=1)([C:52]1[CH:57]=[CH:56][CH:55]=[CH:54][CH:53]=1)[C:46]1[CH:51]=[CH:50][CH:49]=[CH:48][CH:47]=1)[CH2:8][C@H:7]2[CH3:64])(=O)C.C([O:68][CH2:69][C@@:70]12[C@@H:87]3[C@H:78]([C@H:79]4[C@@:83]([CH2:85][CH2:86]3)([CH3:84])[C@@H:82]([O:88][Si:89]([C:102]3[CH:107]=[CH:106][CH:105]=[CH:104][CH:103]=3)([C:96]3[CH:101]=[CH:100][CH:99]=[CH:98][CH:97]=3)[C:90]3[CH:95]=[CH:94][CH:93]=[CH:92][CH:91]=3)[CH2:81][CH2:80]4)[CH2:77][C@H:76]([CH3:108])[C:75]1=[CH:74][C@@H:73]([O:109][Si:110]([C:123]1[CH:128]=[CH:127][CH:126]=[CH:125][CH:124]=1)([C:117]1[CH:122]=[CH:121][CH:120]=[CH:119][CH:118]=1)[C:111]1[CH:116]=[CH:115][CH:114]=[CH:113][CH:112]=1)[CH2:72][CH2:71]2)(=O)C.C(OC[C@@]12[C@@H]3[C@H]([C@H]4[C@@](CC3)(C)[C@@H](O[Si](C3C=CC=CC=3)(C3C=CC=CC=3)C3C=CC=CC=3)CC4)CCC1=C[C@@H](O[Si](C1C=CC=CC=1)(C1C=CC=CC=1)C1C=CC=CC=1)CC2)(=O)C>>[CH3:64][C@H:7]1[C@@:6]2([CH2:5][OH:4])[C:11]([CH2:12][CH2:13][C@@H:14]3[C@@H:23]2[CH2:22][CH2:21][C@@:19]2([CH3:20])[C@H:15]3[CH2:16][CH2:17][C@@H:18]2[O:24][Si:25]([C:38]2[CH:39]=[CH:40][CH:41]=[CH:42][CH:43]=2)([C:32]2[CH:33]=[CH:34][CH:35]=[CH:36][CH:37]=2)[C:26]2[CH:31]=[CH:30][CH:29]=[CH:28][CH:27]=2)=[CH:10][C@@H:9]([O:44][Si:45]([C:46]2[CH:51]=[CH:50][CH:49]=[CH:48][CH:47]=2)([C:52]2[CH:53]=[CH:54][CH:55]=[CH:56][CH:57]=2)[C:58]2[CH:59]=[CH:60][CH:61]=[CH:62][CH:63]=2)[CH2:8]1.[CH3:108][C@@H:76]1[C:75]2[C@:70]([CH2:69][OH:68])([CH2:71][CH2:72][C@H:73]([O:109][Si:110]([C:117]3[CH:118]=[CH:119][CH:120]=[CH:121][CH:122]=3)([C:111]3[CH:116]=[CH:115][CH:114]=[CH:113][CH:112]=3)[C:123]3[CH:128]=[CH:127][CH:126]=[CH:125][CH:124]=3)[CH:74]=2)[C@@H:87]2[C@H:78]([C@H:79]3[C@@:83]([CH2:85][CH2:86]2)([CH3:84])[C@@H:82]([O:88][Si:89]([C:90]2[CH:95]=[CH:94][CH:93]=[CH:92][CH:91]=2)([C:102]2[CH:107]=[CH:106][CH:105]=[CH:104][CH:103]=2)[C:96]2[CH:97]=[CH:98][CH:99]=[CH:100][CH:101]=2)[CH2:81][CH2:80]3)[CH2:77]1. Reported procedure: Following the same procedure and substituting 1β-methyl-3β,17β-di-(triphenylsiloxy)-4-androsten-19-ol acetate and 6α-methyl-3β,17β-di-(triphenylsiloxy)-4-androsten-19-ol acetate for the 3β,17β-di-(triphenylsiloxy)androst-4-en-19-ol acetate above results in the preparation of 1β-methyl-3β,17β-di-(triphenylsiloxy)-4-androsten-19-ol and 6α-methyl-3β,17β-di-(triphenylsiloxy)-4-androsten-19-ol, respectively. The reactants are solution, Cl (hydrochloric acid), O1CCOCC1 (1,4-dioxane), C(C1=CC=CC=C1)OC(=O)N[C@@H]1[C@@H]([C@@H]2C=C[C@H]1C2)C(=O)OC (Methyl (1S,2R,3S,4R)-3-{[(benzyloxy)carbonyl]amino}bicyclo[2.2.1]hept-5-ene-2-carboxylate). The reagents and catalysts are [Pd] (Palladium on carbon). Solvent: C(C)OCC (diethyl ether), C(C)(=O)OCC (ethyl acetate), C(C)(=O)OCC (ethyl acetate). Reaction conditions: temperature 25 celsius, time 16 hour. The product is Cl.N[C@@H]1[C@@H]([C@@H]2CC[C@H]1C2)C(=O)OC (Methyl (1R,2R,3S,4S)-3-aminobicyclo[2.2.1]heptane-2-carboxylate hydrochloride). RXN SMILES: C(OC([NH:11][C@H:12]1[C@@H:17]2[CH2:18][C@@H:14]([CH:15]=[CH:16]2)[C@H:13]1[C:19]([O:21][CH3:22])=[O:20])=O)C1C=CC=CC=1.[ClH:23].O1CCOCC1>C(OCC)(=O)C.[Pd].C(OCC)C>[ClH:23].[NH2:11][C@H:12]1[C@@H:17]2[CH2:18][C@@H:14]([CH2:15][CH2:16]2)[C@H:13]1[C:19]([O:21][CH3:22])=[O:20] |f:6.7|. Reported procedure: Methyl (1S,2R,3S,4R)-3-{[(benzyloxy)carbonyl]amino}bicyclo[2.2.1]hept-5-ene-2-carboxylate (5.5 g, 18.27 mmol) was dissolved in ethyl acetate (75 mL). 5% Palladium on carbon (650 mg) was added. The flask was degassed and backfilled with hydrogen gas via balloon. The mixture was stirred at 25° C. for 16 h. The mixture was passed through a plug of Celite and the filtrate was concentrated in vacuo to afford a thick clear oil. The oil was dissolved in ethyl acetate (15 mL) and added dropwise, with vi... The reactants are CC(=O)Oc1cc(C(C)(C)C)c(OCc2ccccc2)cc1C(C)(C)C, CO, Cl, [K+], [OH-]. The product is CC(C)(C)c1cc(OCc2ccccc2)c(C(C)(C)C)cc1O. RXN SMILES: [C:3](=[O:4])([CH3:5])[O:6][c:7]1[c:8]([C:25]([CH3:26])([CH3:27])[CH3:28])[cH:9][c:10]([O:17][CH2:18][c:19]2[cH:20][cH:21][cH:22][cH:23][cH:24]2)[c:11]([C:13]([CH3:14])([CH3:15])[CH3:16])[cH:12]1.[CH3:30][OH:31].[ClH:29].[K+:2].[OH-:1]>>[OH:6][c:7]1[c:8]([C:25]([CH3:26])([CH3:27])[CH3:28])[cH:9][c:10]([O:17][CH2:18][c:19]2[cH:20][cH:21][cH:22][cH:23][cH:24]2)[c:11]([C:13]([CH3:14])([CH3:15])[CH3:16])[cH:12]1. Starting materials: O=C([O-])[O-], ClCCl, [Cs+], [Cs+], CI, CN(C)C=O, O=C(c1ccc(Oc2ncccc2Br)cc1)c1nc2ccccc2[nH]1. Yields the product Cn1c(C(=O)c2ccc(Oc3ncccc3Br)cc2)nc2ccccc21. RXN SMILES: [C:26](=[O:27])([O-:28])[O-:29].[Cl:39][CH2:40][Cl:41].[Cs+:30].[Cs+:31].[I:32][CH3:33].[O:34]=[CH:35][N:36]([CH3:37])[CH3:38].[nH:1]1[c:2]([C:10](=[O:11])[c:12]2[cH:13][cH:14][c:15]([O:18][c:19]3[n:20][cH:21][cH:22][cH:23][c:24]3[Br:25])[cH:16][cH:17]2)[n:3][c:4]2[c:5]1[cH:6][cH:7][cH:8][cH:9]2>>[n:1]1[c:2]([C:10](=[O:11])[c:12]2[cH:13][cH:14][c:15]([O:18][c:19]3[n:20][cH:21][cH:22][cH:23][c:24]3[Br:25])[cH:16][cH:17]2)[n:3]([CH3:26])[c:4]2[c:5]1[cH:6][cH:7][cH:8][cH:9]2. Reactants: BrCC1=CC=C(C=C1)C1=C(C=CC=C1)C(COC(C)=O)=O (4'-bromomethyl-2-(acetoxyacetyl)-1,1'-biphenyl), C(C)(C)(C)OC(=O)NC(CC(=O)N[C@H]1C(NC2=C(CC1)C=CC=C2)=O)(C)C (3-t-butoxycarbonylamino-3-methyl-N-[2,3,4,5-tetrahydro-2-oxo-1H-1-benzazepin-3(R)-yl]-butanamide). Yields the product C(C)(=O)OCC(=O)C1=C(C=CC=C1)C1=CC=C(C=C1)CN1C([C@@H](CCC2=C1C=CC=C2)NC(CC(C)(C)NC(OC(C)(C)C)=O)=O)=O (3-[[1-[[2'-(acetoxyacetyl)-[1,1'-biphenyl]-4-yl]methyl]-2,3,4,5-tetrahydro-2-oxo-1H-benzazepin-3(R)-yl]amino]-1,1-dimethyl-3-oxopropylcarbamic acid, 1,1-dimethylethyl ester). RXN SMILES: Br[CH2:2][C:3]1[CH:8]=[CH:7][C:6]([C:9]2[CH:14]=[CH:13][CH:12]=[CH:11][C:10]=2[C:15](=[O:21])[CH2:16][O:17][C:18](=[O:20])[CH3:19])=[CH:5][CH:4]=1.[C:22]([O:26][C:27]([NH:29][C:30]([CH3:48])([CH3:47])[CH2:31][C:32]([NH:34][C@@H:35]1[CH2:41][CH2:40][C:39]2[CH:42]=[CH:43][CH:44]=[CH:45][C:38]=2[NH:37][C:36]1=[O:46])=[O:33])=[O:28])([CH3:25])([CH3:24])[CH3:23]>>[C:18]([O:17][CH2:16][C:15]([C:10]1[CH:11]=[CH:12][CH:13]=[CH:14][C:9]=1[C:6]1[CH:7]=[CH:8][C:3]([CH2:2][N:37]2[C:38]3[CH:45]=[CH:44][CH:43]=[CH:42][C:39]=3[CH2:40][CH2:41][C@@H:35]([NH:34][C:32](=[O:33])[CH2:31][C:30]([NH:29][C:27](=[O:28])[O:26][C:22]([CH3:24])([CH3:23])[CH3:25])([CH3:47])[CH3:48])[C:36]2=[O:46])=[CH:4][CH:5]=1)=[O:21])(=[O:20])[CH3:19]. Procedure: Prepared from 4'-bromomethyl-2-(acetoxyacetyl)-1,1'-biphenyl and 3-t-butoxycarbonylamino-3-methyl-N-[2,3,4,5-tetrahydro-2-oxo-1H-1-benzazepin-3(R)-yl]-butanamide (Example 57, Step A) by the procedure described in Example 69, Step D. 1H NMR (200 MHz,CDCl3): 1.33 (s,6H), 1.39 (s,9H), 1.87 (m,1H), 2.03 (s,3H), 2.35-2.70 (m,5H), 4.36 (s,2H), 4.51 (m,1H), 4.85 (d,15 Hz,1H), 5.28 (d,15 Hz,1H), 6.66 (m,1H), 7.1-7.6 (m,12H). Starting materials: CC(=O)[O-], CC(=O)O, Clc1ccc(Oc2ccccc2)nn1, [Na+], [Na+], [OH-], O. The product is O=c1ccc(Oc2ccccc2)n[nH]1. RXN SMILES: [CH3:16][C:17]([O-:18])=[O:19].[CH3:22][C:23](=[O:24])[OH:25].[Cl:1][c:2]1[n:3][n:4][c:5]([O:8][c:9]2[cH:10][cH:11][cH:12][cH:13][cH:14]2)[cH:6][cH:7]1.[Na+:15].[Na+:21].[OH-:20].[OH2:26]>>[c:2]1(=[O:18])[nH:3][n:4][c:5]([O:8][c:9]2[cH:10][cH:11][cH:12][cH:13][cH:14]2)[cH:6][cH:7]1.